Dataset: the Open Reaction Database (ORD), a public repository of structured organic reaction records. Task: describe an organic reaction: reactants, conditions, products, and yield Yields the product C1(CCCC1)N1C(C(=CC2=C1N=C(N=C2)S(=O)C)C2=C(C=CC(=C2)C=2OC(=NN2)CC(C)C)C)=O (8-cyclopentyl-6-{5-(5-isobutyl-[1,3,4]-oxadiazol-2-yl)-2-methyl-phenyl}-2-methanesulfinyl-8H-pyrido[2,3-d]pyrimidin-7-one). Run in C(C)(=O)OCC (ethyl acetate), ClCCl (dichloromethane). Procedure: To a solution of 8-cyclopentyl-6-{5-(5-isobutyl-[1,3,4]oxadiazol-2-yl)-2-methyl-phenyl}-2-methylsulfanyl-8H-pyrido[2,3-d]pyrimidin-7-one (40.0 mg, 0.08 mmol) in dichloromethane (3 mL) at 0° C. was added 3-chloroperoxybenzoic acid (0.04 g, 0.19 mmol). The mixture was stirred at 0° C. for 1 hour, then was diluted with ethyl acetate. The organic layer was washed with saturated sodium bicarbonate solution and brine, dried (magnesium sulfate), filtered and concentrated under reduced pressure to give ... The reactants are C1(CCCC1)N1C(C(=CC2=C1N=C(N=C2)SC)C2=C(C=CC(=C2)C=2OC(=NN2)CC(C)C)C)=O (8-cyclopentyl-6-{5-(5-isobutyl-[1,3,4]oxadiazol-2-yl)-2-methyl-phenyl}-2-methylsulfanyl-8H-pyrido[2,3-d]pyrimidin-7-one), ClC=1C=C(C(=O)OO)C=CC1 (3-chloroperoxybenzoic acid). Reaction conditions: temperature 0 celsius, time 1 hour. Yield: 152.6%. As a reaction SMILES: [CH:1]1([N:6]2[C:11]3[N:12]=[C:13]([S:16][CH3:17])[N:14]=[CH:15][C:10]=3[CH:9]=[C:8]([C:18]3[CH:23]=[C:22]([C:24]4[O:25][C:26]([CH2:29][CH:30]([CH3:32])[CH3:31])=[N:27][N:28]=4)[CH:21]=[CH:20][C:19]=3[CH3:33])[C:7]2=[O:34])[CH2:5][CH2:4][CH2:3][CH2:2]1.ClC1C=C(C=CC=1)C(OO)=[O:40]>ClCCl.C(OCC)(=O)C>[CH:1]1([N:6]2[C:11]3[N:12]=[C:13]([S:16]([CH3:17])=[O:40])[N:14]=[CH:15][C:10]=3[CH:9]=[C:8]([C:18]3[CH:23]=[C:22]([C:24]4[O:25][C:26]([CH2:29][CH:30]([CH3:32])[CH3:31])=[N:27][N:28]=4)[CH:21]=[CH:20][C:19]=3[CH3:33])[C:7]2=[O:34])[CH2:2][CH2:3][CH2:4][CH2:5]1.